From a dataset of the Open Reaction Database (ORD), a public repository of structured organic reaction records. describe an organic reaction: reactants, conditions, products, and yield Reactants: BrC1=CC2=C(NC(S2)=O)C=C1 (6-bromo-1,3-benzothiazol-2(3H)-one), OCC1CCN(CC1)C(=O)OC(C)(C)C (tert-butyl 4-(hydroxymethyl)piperidine-1-carboxylate), C1(=CC=CC=C1)P(C1=CC=CC=C1)C1=CC=CC=C1 (triphenylphosphine), N(=N\C(=O)OC(C)C)/C(=O)OC(C)C (diisopropyl (E)-diazene-1,2-dicarboxylate). Run in CN1CCCC1=O (NMP), CO (methanol). Conditions: time 2 hour. The product is BrC1=CC2=C(N(C(S2)=O)CC2CCN(CC2)C(=O)OC(C)(C)C)C=C1 (tert-butyl 4-[(6-bromo-2-oxo-1,3-benzothiazol-3(2H)-yl)methyl]piperidine-1-carboxylate). Reaction SMILES: [Br:1][C:2]1[CH:11]=[CH:10][C:5]2[NH:6][C:7](=[O:9])[S:8][C:4]=2[CH:3]=1.O[CH2:13][CH:14]1[CH2:19][CH2:18][N:17]([C:20]([O:22][C:23]([CH3:26])([CH3:25])[CH3:24])=[O:21])[CH2:16][CH2:15]1.C1(P(C2C=CC=CC=2)C2C=CC=CC=2)C=CC=CC=1.N(/C(OC(C)C)=O)=N\C(OC(C)C)=O>CO.CN1C(=O)CCC1>[Br:1][C:2]1[CH:11]=[CH:10][C:5]2[N:6]([CH2:13][CH:14]3[CH2:19][CH2:18][N:17]([C:20]([O:22][C:23]([CH3:24])([CH3:26])[CH3:25])=[O:21])[CH2:16][CH2:15]3)[C:7](=[O:9])[S:8][C:4]=2[CH:3]=1. Procedure: To a round bottom flask was added 6-bromo-1,3-benzothiazol-2(3H)-one (0.300 g, 1.304 mmol), tert-butyl 4-(hydroxymethyl)piperidine-1-carboxylate (0.365 g, 1.695 mmol), triphenylphosphine (0.455 g, 1.695 mmol), diisopropyl (E)-diazene-1,2-dicarboxylate (DIAD) (0.330 mL, 1.695 mmol), and NMP (5 mL). The reaction mixture was then permitted to stir at room temperature for two hours. The crude reaction mixture was then diluted with methanol, filtered and concentrated. Purification of crude reaction m...